This data is from the Open Reaction Database (ORD), a public repository of structured organic reaction records. The task is: describe an organic reaction: reactants, conditions, products, and yield The solvent is CO (methanol). Yields the product C(=C)C=1C=C2CCCC(C2=CC1)=NO (6-vinyl-3,4-dihydronaphthalen-1(2H)-one oxime). Conditions: temperature 80 celsius. Starting materials: C(=C)C=1C=C2CCCC(C2=CC1)=O (6-vinyl-3,4-dihydronaphthalen-1(2H)-one), Cl.NO (hydroxylamine hydrochloride), C(C)(=O)[O-].[Na+] (sodium acetate). Reaction SMILES: [CH:1]([C:3]1[CH:4]=[C:5]2[C:10](=[CH:11][CH:12]=1)[C:9](=O)[CH2:8][CH2:7][CH2:6]2)=[CH2:2].Cl.[NH2:15][OH:16].C([O-])(=O)C.[Na+]>CO>[CH:1]([C:3]1[CH:4]=[C:5]2[C:10](=[CH:11][CH:12]=1)[C:9](=[N:15][OH:16])[CH2:8][CH2:7][CH2:6]2)=[CH2:2] |f:1.2,3.4|. Procedure: To 6-vinyl-3,4-dihydronaphthalen-1(2H)-one (Intermediate I-1B, 1.6 g, 9.29 mmol) in methanol (10 mL) was sequentially added hydroxylamine hydrochloride (0.775 g, 11.15 mmol) and sodium acetate (0.915 g, 11.15 mmol). The reaction mixture was heated at 80° C. (oil bath temp.) for 1.5 h. The reaction mixture was concentrated under reduced pressure and to the residue was added water (30 mL). The contents were triturated and filtered. The solid material was washed with water (2×20 mL) and dried overn... Isolated yield 69.0%. Starting materials: CC(C)(C)N, [BH3-]C#N, C[Si](C)(C)CCOC(=O)NC1CC(=O)CCC1N1CCC(NC(=O)OCc2ccccc2)C1=O, ClCCl, CC(C)[O-], CC(C)[O-], CC(C)[O-], CC(C)[O-], CO, [Na+], [Na+], [OH-], [Ti+4]. The product is CC(C)(C)NC1CCC(N2CCC(NC(=O)OCc3ccccc3)C2=O)C(NC(=O)OCC[Si](C)(C)C)C1. RXN SMILES: [C:35]([CH3:36])([CH3:37])([CH3:38])[NH2:39].[C:40]([BH3-:41])#[N:42].[CH2:1]([c:2]1[cH:3][cH:4][cH:5][cH:6][cH:7]1)[O:8][C:9](=[O:10])[NH:11][CH:12]1[C:13](=[O:34])[N:14]([CH:17]2[CH:18]([NH:24][C:25]([O:26][CH2:27][CH2:28][Si:29]([CH3:30])([CH3:31])[CH3:32])=[O:33])[CH2:19][C:20](=[O:23])[CH2:21][CH2:22]2)[CH2:15][CH2:16]1.[CH2:46]([Cl:47])[Cl:48].[CH3:49][CH:50]([CH3:51])[O-:52].[CH3:54][CH:55]([CH3:56])[O-:57].[CH3:58][CH:59]([CH3:60])[O-:61].[CH3:62][CH:63]([CH3:64])[O-:65].[CH3:66][OH:67].[Na+:43].[Na+:45].[OH-:44].[Ti+4:53]>>[CH2:1]([c:2]1[cH:3][cH:4][cH:5][cH:6][cH:7]1)[O:8][C:9](=[O:10])[NH:11][CH:12]1[C:13](=[O:34])[N:14]([CH:17]2[CH:18]([NH:24][C:25]([O:26][CH2:27][CH2:28][Si:29]([CH3:30])([CH3:31])[CH3:32])=[O:33])[CH2:19][CH:20]([NH:39][C:35]([CH3:36])([CH3:37])[CH3:38])[CH2:21][CH2:22]2)[CH2:15][CH2:16]1. Yields the product CC(O)C=C=C1C(C)(O)CC(O)C1(C)C. Reactants: [Al+3], C1CCOC1, [H-], [H-], [H-], [H-], [Li+], [Na+], [OH-], O, CC(O)C=CC1(O)C(C)(O)CC(O)C1(C)C. As a reaction SMILES: [Al+3:7].[CH2:1]1[O:2][CH2:3][CH2:4][CH2:5]1.[H-:10].[H-:11].[H-:6].[H-:9].[Li+:8].[Na+:29].[OH-:28].[OH2:30].[OH:12][C:13]1([CH:23]=[CH:24][CH:25]([CH3:26])[OH:27])[C:14]([CH3:21])([OH:22])[CH2:15][CH:16]([OH:20])[C:17]1([CH3:18])[CH3:19]>>[C:13]1(=[C:23]=[CH:24][CH:25]([CH3:26])[OH:27])[C:14]([CH3:21])([OH:22])[CH2:15][CH:16]([OH:20])[C:17]1([CH3:18])[CH3:19]. The yield is 96.9%. Procedure details: CDI (185.6 g) was added to a dichloromethane (2000 ml) solution containing N-(tert-butoxycarbonyl)-L-alanine (200 g) at 5° C. or less, followed by stirring for 1 hour. Subsequently, triethylamine (115.8 g) and N-methoxy-N-methylamine hydrochloride (111.7 g) were added to the solution, followed by stirring at 15° C. or less for 1.5 hours. Dichloromethane (230 ml) was added to the reaction solution. The organic layers were washed with a 20% sodium hydroxide aqueous solution and the solvent was dis... The reactants are Cl.CONC (N-methoxy-N-methylamine hydrochloride), C1=CN(C=N1)C(=O)N2C=CN=C2 (CDI), C(C)(C)(C)OC(=O)N[C@@H](C)C(=O)O (N-(tert-butoxycarbonyl)-L-alanine). Run in C(C)N(CC)CC (triethylamine), ClCCl (Dichloromethane), ClCCl (dichloromethane). The product is CON(C([C@H](C)NC(OC(C)(C)C)=O)=O)C ((S)-tert-butyl (1-(methoxy(methyl)amino)-1-oxopropan-2-yl)carbamate). Reaction SMILES: C1N=CN(C(N2C=NC=C2)=O)C=1.[C:13]([O:17][C:18]([NH:20][C@H:21]([C:23]([OH:25])=O)[CH3:22])=[O:19])([CH3:16])([CH3:15])[CH3:14].Cl.[CH3:27][O:28][NH:29][CH3:30]>ClCCl.C(N(CC)CC)C>[CH3:27][O:28][N:29]([CH3:30])[C:23](=[O:25])[C@@H:21]([NH:20][C:18](=[O:19])[O:17][C:13]([CH3:14])([CH3:15])[CH3:16])[CH3:22] |f:2.3|. Conditions: time 1 hour. Starting materials: Cl (hydrochloric acid), CS(=O)(=O)Cl (methanesulfonyl chloride), COC=1C=C(C(=O)NC2=CC(=C(C=C2)OC)NS(=O)(=O)C)C=CC1[N+](=O)[O-] (3-methoxy-4-nitro-N-(3-methanesulfonylamino-4-methoxyphenyl)benzamide). The reagents and catalysts are [Pd] (palladium on carbon). Run in CO (methanol), N1=CC=CC=C1 (pyridine). Run at time 2 hour. Yields the product CS(=O)(=O)NC1=C(C=C(C(=O)NC2=CC(=C(C=C2)OC)NS(=O)(=O)C)C=C1)OC (4-methanesulfonylamino-3-methoxy-N-(3-methanesulfonylamino-4-methoxyphenyl)benzamide). Yield: 86.0%. Reaction SMILES: [CH3:1][O:2][C:3]1[CH:4]=[C:5]([CH:22]=[CH:23][C:24]=1[N+:25]([O-])=O)[C:6]([NH:8][C:9]1[CH:14]=[CH:13][C:12]([O:15][CH3:16])=[C:11]([NH:17][S:18]([CH3:21])(=[O:20])=[O:19])[CH:10]=1)=[O:7].[CH3:28][S:29](Cl)(=[O:31])=[O:30].Cl>CO.[Pd].N1C=CC=CC=1>[CH3:28][S:29]([NH:25][C:24]1[CH:23]=[CH:22][C:5]([C:6]([NH:8][C:9]2[CH:14]=[CH:13][C:12]([O:15][CH3:16])=[C:11]([NH:17][S:18]([CH3:21])(=[O:20])=[O:19])[CH:10]=2)=[O:7])=[CH:4][C:3]=1[O:2][CH3:1])(=[O:31])=[O:30]. Procedure: A suspension of 3-methoxy-4-nitro-N-(3-methanesulfonylamino-4-methoxyphenyl)benzamide (1.4 g) in methanol (20 ml) was stirred under hydrogen with palladium on carbon (10%, 50 mg) for 18 hours. The solvents were removed in vacuo to give a brown gum. The residue was dissolved in pyridine (5 ml) and cooled to 0° C. when methanesulfonyl chloride (0.5 ml) was added, the mixture was kept at 0° C. for a further 2 hours then brought to R.T. for 1 h. The mixture was poured onto ice (50 g) and hydrochlori... Reactants: 10, CC(C)(CCCC(=C)C=C)O (myrcenol), OC/C(=C/CC/C(=C/CN(CC)CC)/C)/C (hydroxygeranyl diethylamine), C(Cl)Cl (methylene chloride). Conditions: time 35 minute. The product is C/C(=C\CCC(C)(C)O)/C=C (ocimenol). Reaction SMILES: OC/C(/C)=C/CC/C(/C)=C/CN(CC)CC.C(Cl)Cl.[CH3:20][C:21]([OH:30])([CH2:23][CH2:24][CH2:25][C:26]([CH:28]=[CH2:29])=[CH2:27])[CH3:22]>>[CH3:27]/[C:26](/[CH:28]=[CH2:29])=[CH:25]\[CH2:24][CH2:23][C:21]([OH:30])([CH3:20])[CH3:22]. Reported procedure: Into a 300-ml reactor equipped with a rectifying column (with an estimated number of theoretical plates of 10) filled with "Helipack" was charged 103 g (0.454 mol) of hydroxygeranyl diethylamine. The atmosphere was replaced with nitrogen. 33.6 ml (0.908 mmol) of the above-mentioned methylene chloride solution was added, and the reactants were heated under a reduced pressure of 1 mmHg. About 35 minutes after the reactant temperature in the flask had reached 150° C., distillation was started at a ...